Dataset: the Open Reaction Database (ORD), a public repository of structured organic reaction records. Task: describe an organic reaction: reactants, conditions, products, and yield Starting materials: C(C)C1NC(NC1C(C1=CC=C(C=C1)OC)=O)=O (4-ethyl-5-(4-methoxybenzoyl)-2-imidazolidinone). Solvent: C(C)(=O)OC(C)=O (acetic anhydride). Yields the product C(C)(=O)N1C(N(C(C1C(C1=CC=C(C=C1)OC)=O)CC)C(C)=O)=O (1,3-Diacetyl-4-ethyl-5-(4-methoxybenzoyl)-2-imidazolidinone). RXN SMILES: [CH2:1]([CH:3]1[CH:7]([C:8](=[O:17])[C:9]2[CH:14]=[CH:13][C:12]([O:15][CH3:16])=[CH:11][CH:10]=2)[NH:6][C:5](=[O:18])[NH:4]1)[CH3:2]>C(OC(=O)C)(=O)C>[C:12]([N:6]1[CH:7]([C:8](=[O:17])[C:9]2[CH:14]=[CH:13][C:12]([O:15][CH3:16])=[CH:11][CH:10]=2)[CH:3]([CH2:1][CH3:2])[N:4]([C:8](=[O:17])[CH3:7])[C:5]1=[O:18])(=[O:15])[CH3:11]. Procedure: A solution of 10 g of 4-ethyl-5-(4-methoxybenzoyl)-2-imidazolidinone in 100 ml acetic anhydride is stirred at reflux for 5 hours after which the excess solvent is evaporated. The residue is purified by chromatography. Reactants: ClC1=CC=C(C(=O)C2=CC=C(C=C2)C=CC2=NC3=CC=CC(=C3C(N2C)=O)C)C=C1 (2-[2-[4-(4-chlorobenzoyl)phenyl]-vinyl]-3,5-dimethyl-4(3H)-quinazolinone). The reagents and catalysts are [Pd] (Pd/C). The solvent is C1CCOC1.C(C)(=O)OCC.CO (THF ethyl acetate methanol). Conditions: time 2 hour. Yields the product ClC1=CC=C(C(=O)C2=CC=C(C=C2)CCC2=NC3=CC=CC(=C3C(N2C)=O)C)C=C1 (2-[2-[4-(4-Chlorobenzoyl)phenyl]ethyl]-3,5-dimethyl-4(3H)-quinazolinone). Yield: 50.7%. As a reaction SMILES: [Cl:1][C:2]1[CH:30]=[CH:29][C:5]([C:6]([C:8]2[CH:13]=[CH:12][C:11]([CH:14]=[CH:15][C:16]3[N:25]([CH3:26])[C:24](=[O:27])[C:23]4[C:18](=[CH:19][CH:20]=[CH:21][C:22]=4[CH3:28])[N:17]=3)=[CH:10][CH:9]=2)=[O:7])=[CH:4][CH:3]=1>C1COCC1.C(OCC)(=O)C.CO.[Pd]>[Cl:1][C:2]1[CH:3]=[CH:4][C:5]([C:6]([C:8]2[CH:9]=[CH:10][C:11]([CH2:14][CH2:15][C:16]3[N:25]([CH3:26])[C:24](=[O:27])[C:23]4[C:18](=[CH:19][CH:20]=[CH:21][C:22]=4[CH3:28])[N:17]=3)=[CH:12][CH:13]=2)=[O:7])=[CH:29][CH:30]=1 |f:1.2.3|. Procedure details: To a solution of 2-[2-[4-(4-chlorobenzoyl)phenyl]-vinyl]-3,5-dimethyl-4(3H)-quinazolinone (104 mg) in THF-ethyl acetate-methanol (2:1:1) (20 ml) was added 10% Pd/C (50% hydrous) (10 mg) and the mixture was stirred under hydrogen at room temperature for 2 hours. The catalyst was then filtered off and the filtrate was concentrated. The residue was washed with ethyl acetate-methanol and dried to provide 53 mg of white powder. Reactants: C(CCCCC)ONC(CCl)=O (N-Hexyloxychloroacetamide), ClCCN=C=O (β-Chloroethylisocyanate). Reagents/catalysts: C(CCCCCCCCCCC)(=O)[O-].C(CCCCCCCCCCC)(=O)[O-].C(CCC)[Sn+2]CCCC (dibutyltin dilaurate). Solvent: C1=CC=CC=C1 (benzene), C1=CC=CC=C1 (benzene). Yields the product ClCC(=NOCCCCCC)OC(NCCCl)=O (1-chloro-2-(N-β-chloroethylcarbamoyloxy)-2-hexyloxyiminoethane). Reaction SMILES: [CH2:1]([O:7][NH:8][C:9](=[O:12])[CH2:10][Cl:11])[CH2:2][CH2:3][CH2:4][CH2:5][CH3:6].[Cl:13][CH2:14][CH2:15][N:16]=[C:17]=[O:18]>C([O-])(=O)CCCCCCCCCCC.C([O-])(=O)CCCCCCCCCCC.C([Sn+2]CCCC)CCC.C1C=CC=CC=1>[Cl:11][CH2:10][C:9]([O:12][C:17](=[O:18])[NH:16][CH2:15][CH2:14][Cl:13])=[N:8][O:7][CH2:1][CH2:2][CH2:3][CH2:4][CH2:5][CH3:6] |f:2.3.4|. Reported procedure: N-Hexyloxychloroacetamide (19 grams; 0.1 mole), benzene (100 ml) and dibutyltin dilaurate (1 drop) are charged into a glass reaction flask equipped with a mechanical stirrer, thermometer and reflux condenser. β-Chloroethylisocyanate (12.6 grams; 0.12 mole) dissolved in benzene (25 ml) is incrementally added to the reaction mixture, with stirring, at room temperature. After the addition is completed the reaction mixture is heated at reflux for a period of about 3 hours. After this time the reacti... Reactants: C1CN2C3=C(C=CC=C13)C=C2 (1,2-dihydro-pyrrolo[3,2,1-hi]indole), C(C(=O)Cl)(=O)Cl (oxalyl chloride), C(C)(=O)OCC (ethyl acetate), CO (Methanol). Solvent: O1CCCC1 (tetrahydrofuran). Reaction conditions: temperature 0 celsius, time 1 hour. Product: COC(C(=O)C1=CN2C3=C(C=CC=C13)CC2)=O ((4,5-dihydro-pyrrolo[3,2,1-hi]indol-1-yl)-oxo-acetic acid methyl ester). As a reaction SMILES: [CH2:1]1[C:9]2[C:4]3=[C:5]([CH:10]=[CH:11][N:3]3[CH2:2]1)[CH:6]=[CH:7][CH:8]=2.C(Cl)(=O)C(Cl)=[O:14].CO.[C:20]([O:23][CH2:24]C)(=[O:22])[CH3:21]>O1CCCC1>[CH3:24][O:23][C:20](=[O:22])[C:21]([C:1]1[C:9]2[C:4]3=[C:5]([CH2:10][CH2:11][N:3]3[CH:2]=1)[CH:6]=[CH:7][CH:8]=2)=[O:14]. Reported procedure: To a solution of 1,2-dihydro-pyrrolo[3,2,1-hi]indole (112 mg, 0.78 mmol) in anhydrous tetrahydrofuran (3 ml) at 0° C. was added oxalyl chloride (71 μl, 0.82 mmol). The mixture was stirred at 0° C. for 1 hour. Methanol (1 ml) was added and the mixture was allowed to warm to room temperature. After 30 minutes ethyl acetate (100 ml) was added and the mixture washed with water (100 ml) and brine (50 ml). The organic layer was dried over anhydrous magnesium sulfate and evaporated to dryness to give (...